This data is from the Open Reaction Database (ORD), a public repository of structured organic reaction records. The task is: describe an organic reaction: reactants, conditions, products, and yield Reactants: C12C(CCC(CCC1)C2)=C2C1CCCC(CC2)C1 (bicyclo[3,3,1]nonylidene-bicyclo[3,3,1]nonane), C12C(CCC(CCC1)C2)=C2C1CCCC(CC2)C1 (bicyclo[3,3,1]nonylidene-bicyclo[3,3,1]nonane), ClN1C(CCC1=O)=O (N-chlorosuccinimide). Run in C(Cl)Cl (CH2Cl2). Reaction conditions: time 1 hour. The product is ClC12C(CCC(CCC1)C2)=C2C1CCCC(CC2)C1 (chlorobicyclo[3,3,1]-nonylidenebicyclo[3,3,1]nonane). As a reaction SMILES: [CH:1]12[CH2:9][CH:5]([CH2:6][CH2:7][CH2:8]1)[CH2:4][CH2:3][C:2]2=[C:10]1[CH2:17][CH2:16][CH:15]2[CH2:18][CH:11]1[CH2:12][CH2:13][CH2:14]2.[Cl:19]N1C(=O)CCC1=O>C(Cl)Cl>[Cl:19][C:1]12[CH2:9][CH:5]([CH2:6][CH2:7][CH2:8]1)[CH2:4][CH2:3][C:2]2=[C:10]1[CH2:17][CH2:16][CH:15]2[CH2:18][CH:11]1[CH2:12][CH2:13][CH2:14]2. Procedure details: To a solution of 200 mg (0.82 mmol) of bicyclo[3,3,1]nonylidene-bicyclo[3,3,1]nonane (formula 17) in 20 cm3CH2Cl2, 115 mg (0.86 mmol) N-chlorosuccinimide was added. The reaction mixture was refluxed and stirred for 1 hour, and CH2Cl2 was added to dilute the reaction mixture. The organic layer was washed twice with water, dried with MgSO4 and evaporated. The yield of 4-eq.-chlorobicyclo[3,3,1]nonylidene-bicyclo[3,3,1]nonane was 190 mg. Purification was effected via chromatography (hexane, Al2O3) ... Reactants: ClC1=CC=C(C=N1)NC1=NC=C(C=C1C1=NC(=NC(=N1)C)N(CC1=CC=C(C=C1)OC)CC1=CC=C(C=C1)OC)[C@@H](C)N1CCN(CC1)S(=O)(=O)C ((R)-4-(2-(6-chloropyridin-3-ylamino)-5-(1-(4-(methylsulfonyl)piperazin-1-yl)ethyl)pyridin-3-yl)-N,N-bis(4-methoxybenzyl)-6-methyl-1,3,5-triazin-2-amine), FC(S(=O)(=O)O)(F)F (trifluoromethanesulfonic acid). Run in C(=O)(C(F)(F)F)O (TFA). Run at temperature 25 celsius. Yields the product ClC1=CC=C(C=N1)NC1=NC=C(C=C1C1=NC(=NC(=N1)C)N)[C@@H](C)N1CCN(CC1)S(=O)(=O)C ((R)-4-(2-(6-chloropyridin-3-ylamino)-5-(1-(4-(methylsulfonyl)piperazin-1-yl)ethyl)pyridin-3-yl)-6-methyl-1,3,5-triazin-2-amine). Yield: 62.5%. RXN SMILES: [Cl:1][C:2]1[N:7]=[CH:6][C:5]([NH:8][C:9]2[C:14]([C:15]3[N:20]=[C:19]([CH3:21])[N:18]=[C:17]([N:22](CC4C=CC(OC)=CC=4)CC4C=CC(OC)=CC=4)[N:16]=3)=[CH:13][C:12]([C@H:41]([N:43]3[CH2:48][CH2:47][N:46]([S:49]([CH3:52])(=[O:51])=[O:50])[CH2:45][CH2:44]3)[CH3:42])=[CH:11][N:10]=2)=[CH:4][CH:3]=1.FC(F)(F)S(O)(=O)=O>C(O)(C(F)(F)F)=O>[Cl:1][C:2]1[N:7]=[CH:6][C:5]([NH:8][C:9]2[C:14]([C:15]3[N:20]=[C:19]([CH3:21])[N:18]=[C:17]([NH2:22])[N:16]=3)=[CH:13][C:12]([C@H:41]([N:43]3[CH2:48][CH2:47][N:46]([S:49]([CH3:52])(=[O:50])=[O:51])[CH2:45][CH2:44]3)[CH3:42])=[CH:11][N:10]=2)=[CH:4][CH:3]=1. Reported procedure: A brown solution of (R)-4-(2-(6-chloropyridin-3-ylamino)-5-(1-(4-(methylsulfonyl)piperazin-1-yl)ethyl)pyridin-3-yl)-N,N-bis(4-methoxybenzyl)-6-methyl-1,3,5-triazin-2-amine (125.0 mg, 0.168 mmol) and trifluoromethanesulfonic acid (0.15 mL, 1.689 mmol) in TFA (1.5 mL) was stirred at 75° C. for 1.5 h. The mixture was subsequently cooled to 25° C. and concentrated in vacuo. The residue was taken up in CH2Cl2 (50 mL), and the resulting solution was washed with saturated aqueous sodium bicarbonate (40... Reactants: ClC1=C(C(=CC=C1)Cl)C1=CC2=C(N=C(N=C2)NCCCN2CCN(CC2)C)N=C1N (6-(2,6-Dichlorophenyl)-N2 -[3-(4-methyl-piperazin-1-yl)-propyl]-pyrido[2,3-d]pyrimidine-2,7-diamine), C(C=C)N=C=O (allyl isocyanate). The product is C(C=C)NC(=O)NC=1C(=CC2=C(N=C(N=C2)NCCCN2CCN(CC2)C)N1)C1=C(C=CC=C1Cl)Cl (1-allyl-3-{6-(2,6-dichlorophenyl)-2-[3-(4-methyl-piperazin-1-yl)-propylamino]-pyrido[2,3-d]pyrimidin-7-yl}-urea). The yield is 26.2%. As a reaction SMILES: [Cl:1][C:2]1[CH:7]=[CH:6][CH:5]=[C:4]([Cl:8])[C:3]=1[C:9]1[C:29]([NH2:30])=[N:28][C:12]2[N:13]=[C:14]([NH:17][CH2:18][CH2:19][CH2:20][N:21]3[CH2:26][CH2:25][N:24]([CH3:27])[CH2:23][CH2:22]3)[N:15]=[CH:16][C:11]=2[CH:10]=1.[CH2:31]([N:34]=[C:35]=[O:36])[CH:32]=[CH2:33]>>[CH2:31]([NH:34][C:35]([NH:30][C:29]1[C:9]([C:3]2[C:4]([Cl:8])=[CH:5][CH:6]=[CH:7][C:2]=2[Cl:1])=[CH:10][C:11]2[CH:16]=[N:15][C:14]([NH:17][CH2:18][CH2:19][CH2:20][N:21]3[CH2:26][CH2:25][N:24]([CH3:27])[CH2:23][CH2:22]3)=[N:13][C:12]=2[N:28]=1)=[O:36])[CH:32]=[CH2:33]. Procedure details: 6-(2,6-Dichlorophenyl)-N2 -[3-(4-methyl-piperazin-1-yl)-propyl]-pyrido[2,3-d]pyrimidine-2,7-diamine (1.0 g) from Example 36 was reacted with 0.186 g of allyl isocyanate according to the general procedure of Example 37. The product was purified by chromatography and crystallized from ethyl acetate to give 0.31 g of 1-allyl-3-{6-(2,6-dichlorophenyl)-2-[3-(4-methyl-piperazin-1-yl)-propylamino]-pyrido[2,3-d]pyrimidin-7-yl}-urea, ESMS (20/80 MeOH/CH3CN+0.1% AcOH): M+ +H=529 (Base), 472, 446; mp 104°-... Reactants: IC1=CC=C(CBr)C=C1 (4-iodobenzyl bromide), COC1CCNCC1 (4-methoxypiperidine). Run in ClCCl.C(C)O (dichloromethane ethanol). The product is IC1=CC=C(CN2CCC(CC2)OC)C=C1 (1-(4-iodobenzyl)-4-methoxypiperidine). As a reaction SMILES: [I:1][C:2]1[CH:9]=[CH:8][C:5]([CH2:6]Br)=[CH:4][CH:3]=1.[CH3:10][O:11][CH:12]1[CH2:17][CH2:16][NH:15][CH2:14][CH2:13]1>ClCCl.C(O)C>[I:1][C:2]1[CH:9]=[CH:8][C:5]([CH2:6][N:15]2[CH2:16][CH2:17][CH:12]([O:11][CH3:10])[CH2:13][CH2:14]2)=[CH:4][CH:3]=1 |f:2.3|. Procedure details: Prepared analogously to Example 1.1.c. from 4-iodobenzyl bromide and 4-methoxypiperidine. Yield: 0.93 g (66.7% of theory); C13H18INO (M=331.19); calc.: molecular ion peak (M+H)+: 332; found: molecular ion peak (M+H)+: 332; Rf value: 0.55 (silica gel, dichloromethane/ethanol (20:1)). Procedure details: A mixture of the above acetonitrile (2.50 g, 15 mmol), ammonium chloride (1.60 g, 30 mmol) and sodium azide (1.94 g, 30 mmol) in N,N'-dimethylformamide (25 ml) was stirred at 125° C. for 15 hours. The cooled reaction mixture was poured into water (300 ml) and acidified with 1N hydrochloric acid, stirred at room temperature for 2 hours. The precipitate was filtered off and washed successively with water, a 1:1 mixture of diethyl ether and heptane and finally with heptane. The solid was dried by s... Yields the product C1=C(C=CC2=CC=CC=C12)CC1=NN=NN1 (5-(2-Naphtylmethyl)-1H-tetrazole). Reaction conditions: temperature 125 celsius, time 15 hour. The reactants are Cl (hydrochloric acid), C1=C(C=CC2=CC=CC=C12)CC#N (2-naphtylacetonitrile), [Cl-].[NH4+] (ammonium chloride), [N-]=[N+]=[N-].[Na+] (sodium azide). The yield is 53.6%. Run in CN(C)C=O (N,N'-dimethylformamide), O (water). RXN SMILES: [CH:1]1[C:10]2[C:5](=[CH:6][CH:7]=[CH:8][CH:9]=2)[CH:4]=[CH:3][C:2]=1[CH2:11][C:12]#[N:13].[Cl-].[NH4+].[N-:16]=[N+:17]=[N-:18].[Na+].Cl>CN(C=O)C.O>[CH:1]1[C:10]2[C:5](=[CH:6][CH:7]=[CH:8][CH:9]=2)[CH:4]=[CH:3][C:2]=1[CH2:11][C:12]1[NH:18][N:17]=[N:16][N:13]=1 |f:1.2,3.4|. Starting materials: FC(C1=C(C=CC=C1)C)F (1-(difluoromethyl)-2-methylbenzene), BrN1C(CCC1=O)=O (N-bromosuccinimide), N(=NC(C#N)(C)C)C(C#N)(C)C (2,2′-azobis(2-methylpropionitrile)), N(=NC(C#N)(C)C)C(C#N)(C)C (2,2′-azobis(2-methylpropionitrile)). The solvent is C(Cl)(Cl)(Cl)Cl (carbon tetrachloride), ClCCl (dichloromethane). Product: BrCC1=C(C=CC=C1)C(F)F (1-(bromomethyl)-2-(difluoromethyl)benzene). RXN SMILES: [F:1][CH:2]([F:10])[C:3]1[CH:8]=[CH:7][CH:6]=[CH:5][C:4]=1[CH3:9].[Br:11]N1C(=O)CCC1=O.N(C(C)(C)C#N)=NC(C)(C)C#N>C(Cl)(Cl)(Cl)Cl.ClCCl>[Br:11][CH2:9][C:4]1[CH:5]=[CH:6][CH:7]=[CH:8][C:3]=1[CH:2]([F:10])[F:1]. Procedure details: To a solution of 1-(difluoromethyl)-2-methylbenzene (2.90 g, 20.4 mmol) in carbon tetrachloride (50 mL) was added N-bromosuccinimide (3.63 g, 20.4 mmol) and 2,2′-azobis(2-methylpropionitrile) (0.167 g, 1.02 mmol). The mixture was heated at reflux for 16 h. Further 2,2′-azobis(2-methylpropionitrile) (0.167 g, 1.02 mmol) was added, the mixture was heated at reflux for 4 h, allowed to cool to ambient temperature, diluted with dichloromethane (175 mL) and washed with water (2×175 mL) and saturated s...